From a dataset of the Open Reaction Database (ORD), a public repository of structured organic reaction records. describe an organic reaction: reactants, conditions, products, and yield Starting materials: O=C(Cn1cncn1)c1ccc(Br)cc1Cl, O=C([O-])[O-], ClP(Cl)(Cl)(Cl)Cl, ClCCCl, ClCCl, [K+], [K+], O. Yields the product ClC(=Cn1cncn1)c1ccc(Br)cc1Cl. RXN SMILES: [Br:1][c:2]1[cH:3][c:4]([Cl:16])[c:5]([C:8]([CH2:9][n:10]2[n:11][cH:12][n:13][cH:14]2)=[O:15])[cH:6][cH:7]1.[C:27](=[O:28])([O-:29])[O-:30].[Cl:17][P:18]([Cl:19])([Cl:20])([Cl:21])[Cl:22].[Cl:23][CH2:24][CH2:25][Cl:26].[Cl:34][CH2:35][Cl:36].[K+:31].[K+:32].[OH2:33]>>[Br:1][c:2]1[cH:3][c:4]([Cl:16])[c:5]([C:8](=[CH:9][n:10]2[n:11][cH:12][n:13][cH:14]2)[Cl:17])[cH:6][cH:7]1.